describe an organic reaction: reactants, conditions, products, and yield From a dataset of the Open Reaction Database (ORD), a public repository of structured organic reaction records. Reaction conditions: time 30 minute. Reported procedure: To a solution of tert-butyl 4-(6-fluoro-1-(phenylsulfonyl)-1H-indol-3-yl)-1H-pyrazole-1-carboxylate (Intermediate 4; 310 mg; 0.70 mmol) in methanol (2 mL) was added saturated HCl in Et2O (10 mL). The resulting mixture was stirred for 30 minutes. The reaction was concentrated to dryness under reduced pressure, diluted with water (10 mL), neutralized with saturated aqueous NaHCO3, and extracted with EtOAc (10 mL×3). The combined organic layers were washed with brine (5 mL), dried over anhydrous Na... RXN SMILES: [F:1][C:2]1[CH:10]=[C:9]2[C:5]([C:6]([C:20]3[CH:21]=[N:22][N:23](C(OC(C)(C)C)=O)[CH:24]=3)=[CH:7][N:8]2[S:11]([C:14]2[CH:19]=[CH:18][CH:17]=[CH:16][CH:15]=2)(=[O:13])=[O:12])=[CH:4][CH:3]=1.Cl>CO.CCOCC>[F:1][C:2]1[CH:10]=[C:9]2[C:5]([C:6]([C:20]3[CH:24]=[N:23][NH:22][CH:21]=3)=[CH:7][N:8]2[S:11]([C:14]2[CH:15]=[CH:16][CH:17]=[CH:18][CH:19]=2)(=[O:12])=[O:13])=[CH:4][CH:3]=1. The reactants are FC1=CC=C2C(=CN(C2=C1)S(=O)(=O)C1=CC=CC=C1)C=1C=NN(C1)C(=O)OC(C)(C)C (tert-butyl 4-(6-fluoro-1-(phenylsulfonyl)-1H-indol-3-yl)-1H-pyrazole-1-carboxylate), FC1=CC=C2C(=CN(C2=C1)S(=O)(=O)C1=CC=CC=C1)C=1C=NN(C1)C(=O)OC(C)(C)C (tert-butyl 4-(6-fluoro-1-(phenylsulfonyl)-1H-indol-3-yl)-1H-pyrazole-1-carboxylate), Cl (HCl). Yields the product FC1=CC=C2C(=CN(C2=C1)S(=O)(=O)C1=CC=CC=C1)C=1C=NNC1 (6-fluoro-1-(phenylsulfonyl)-3-(1H-pyrazol-4-yl)-1H-indole). The solvent is CO (methanol), CCOCC (Et2O). The yield is 97.9%. Starting materials: CON(C(=O)C=1N=CN(C1)C=1C=C(C=CC1)C1=C(C=CC=C1)OC)C (1-(2′-Methoxy-biphenyl-3-yl)-1H-imidazole-4-carboxylic acid methoxy-methyl-amide), BrC1=NC=CC=N1 (2-bromopyrimidine). Yields the product COC1=C(C=CC=C1)C1=CC(=CC=C1)N1C=NC(=C1)C(=O)C1=NC=CC=N1 ([1-(2′-Methoxy-biphenyl-3-yl)-1H-imidazol-4-yl]-pyrimidin-2-yl-methanone). Reaction SMILES: CON(C)[C:4]([C:6]1[N:7]=[CH:8][N:9]([C:11]2[CH:12]=[C:13]([C:17]3[CH:22]=[CH:21][CH:20]=[CH:19][C:18]=3[O:23][CH3:24])[CH:14]=[CH:15][CH:16]=2)[CH:10]=1)=[O:5].Br[C:27]1[N:32]=[CH:31][CH:30]=[CH:29][N:28]=1>>[CH3:24][O:23][C:18]1[CH:19]=[CH:20][CH:21]=[CH:22][C:17]=1[C:13]1[CH:14]=[CH:15][CH:16]=[C:11]([N:9]2[CH:10]=[C:6]([C:4]([C:27]3[N:32]=[CH:31][CH:30]=[CH:29][N:28]=3)=[O:5])[N:7]=[CH:8]2)[CH:12]=1. Procedure: This compound is prepared by method C using compound 12c and 2-bromopyrimidine Starting materials: C(C1=CC=CC=C1)(=O)OC1CC(N(C(C1)(C)C)O)(C)C (4-benzoyloxy-1-oxyl-2,2,6,6-tetramethylpiperidine), ferrous choride tetrahydrate, C(C)(C)(C)O (tert-butyl alcohol), peroxide, OO (hydrogen peroxide), C(C)(C)(C)O (tert-butyl alcohol). Conditions: temperature 40 celsius. The product is C(C1=CC=CC=C1)(=O)OC1CC(N(C(C1)(C)C)OCC(C)(C)O)(C)C (4-Benzoyloxy-1-(2-hydroxy-2-methylpropoxy)-2,2,6,6-tetramethylpiperidine). RXN SMILES: OO.[C:3]([O:11][CH:12]1[CH2:17][C:16]([CH3:19])([CH3:18])[N:15]([OH:20])[C:14]([CH3:22])([CH3:21])[CH2:13]1)(=[O:10])[C:4]1[CH:9]=[CH:8][CH:7]=[CH:6][CH:5]=1.[C:23]([OH:27])([CH3:26])([CH3:25])[CH3:24]>>[C:3]([O:11][CH:12]1[CH2:13][C:14]([CH3:22])([CH3:21])[N:15]([O:20][CH2:24][C:23]([OH:27])([CH3:26])[CH3:25])[C:16]([CH3:18])([CH3:19])[CH2:17]1)(=[O:10])[C:4]1[CH:5]=[CH:6][CH:7]=[CH:8][CH:9]=1. Reported procedure: A solution of 20.4 g (0.30 mol) of 50% aqueous hydrogen peroxide mixed with 25 mL of tert-butyl alcohol is added over three hours to a mixture of 27.6 g (0.10 mol) of 4-benzoyloxy-1-oxyl-2,2,6,6-tetramethylpiperidine, 7.13 g (0.036 mol) of ferrous choride tetrahydrate and 115 mL of tert-butyl alcohol at 40° C. The reaction temperature is maintained at 40° C. for twenty hours after the peroxide addition is complete. The crude reaction mixture is purified by flash chromatography on silica gel to a... Reactants: C(C)(C)(C)OC(=O)N1CCN(CC1)C1=NC=C(C=N1)[N+](=O)[O-] (4-(5-nitro-pyrimidin-2-yl)-piperazine-1-carboxylic acid tert-butyl ester). The reagents and catalysts are [Pd] (palladium on carbon). Run in O1CCCC1 (tetrahydrofuran), CO (methanol). Run at time 1 hour. Yields the product C(C)(C)(C)OC(=O)N1CCN(CC1)C1=NC=C(C=N1)N (4-(5-amino-pyrimidin-2-yl)-piperazine-1-carboxylic acid tert-butyl ester). Reaction SMILES: [C:1]([O:5][C:6]([N:8]1[CH2:13][CH2:12][N:11]([C:14]2[N:19]=[CH:18][C:17]([N+:20]([O-])=O)=[CH:16][N:15]=2)[CH2:10][CH2:9]1)=[O:7])([CH3:4])([CH3:3])[CH3:2]>O1CCCC1.CO.[Pd]>[C:1]([O:5][C:6]([N:8]1[CH2:9][CH2:10][N:11]([C:14]2[N:19]=[CH:18][C:17]([NH2:20])=[CH:16][N:15]=2)[CH2:12][CH2:13]1)=[O:7])([CH3:4])([CH3:2])[CH3:3]. Procedure: To a solution of 4-(5-nitro-pyrimidin-2-yl)-piperazine-1-carboxylic acid tert-butyl ester (927 mg, 3 mmol, prepared from 2-chloro-5-nitropyrimidine and N-Boc-piperazine) in tetrahydrofuran (20 mL) and methanol (30 mL) was added 10% palladium on carbon (240 mg) and the mixture was hydrogenated at 50 psi for 1 hr. The mixture was filtered and the solvents were evaporated. The residue was dried in vacuum to give 4-(5-amino-pyrimidin-2-yl)-piperazine-1-carboxylic acid tert-butyl ester. Starting materials: C(C)(C)(C)OCC=1C=CC(=NC1)Cl (5-(tert-butoxymethyl)-2-chloropyridine), O.NN (hydrazine hydrate). The solvent is C(C)O (ethanol), petroleum ether. RXN SMILES: [C:1]([O:5][CH2:6][C:7]1[CH:8]=[CH:9][C:10](Cl)=[N:11][CH:12]=1)([CH3:4])([CH3:3])[CH3:2].O.[NH2:15][NH2:16]>C(O)C>[C:1]([O:5][CH2:6][C:7]1[CH:8]=[CH:9][C:10]([NH:15][NH2:16])=[N:11][CH:12]=1)([CH3:4])([CH3:3])[CH3:2] |f:1.2|. Product: C(C)(C)(C)OCC=1C=CC(=NC1)NN (5-(tert-Butoxymethyl)-2-hydrazinopyridine). Procedure details: 7.9 g (39.6 mmol) 5-(tert-butoxymethyl)-2-chloropyridine together with 19.8 g (395.6 mmol) hydrazine hydrate are divided into three portions of equal size and 15 ml ethanol are added to each portion. Each portion is reacted in a single mode microwave (CEM Explorer) at 170° C. for in each case 4 h. Thereafter, the three mixtures are combined and the solvent is removed. The residue is taken up in ethyl acetate and the mixture is washed once with saturated sodium bicarbonate solution. The aqueous p... Starting materials: O=C(O)c1ccccc1, CNOC. The reagents and catalysts are CCN=C=NCCCN(C)C.Cl (EDC-HCl), CN1CCOCC1 (NMM), C1CC(=O)N(C1=O)O (N-Hydroxysuccinimide). Solvent: CN(C)C=O (DMF), CN(C)C=O (DMF), CN(C)C=O (DMF), CN(C)C=O (DMF), CN(C)C=O (DMF), CN(C)C=O (DMF). Run at temperature 25 celsius, time 2 hour. The product is CON(C)C(=O)c1ccccc1. The yield is 1.3%. Reaction SMILES: CNOC.O=C(O)c1ccccc1.CCN=C=NCCCN(C)C.Cl.C1CC(=O)N(C1=O)O.CN1CCOCC1.CN(C)C=O>>CON(C)C(=O)c1ccccc1.